Task: describe an organic reaction: reactants, conditions, products, and yield. Dataset: the Open Reaction Database (ORD), a public repository of structured organic reaction records Solvent: O (water). Starting materials: [N+](=O)([O-])C=1C=C(CCl)C=CC1 (3-nitrobenzyl chloride), C(C)(C)O (isopropanol), [OH-].[K+] (potassium hydroxide). Reported procedure: A 500-milliliter flask equipped with a reflux condenser and a magnetic stirring bar was charged with 17.1 grams (0.1 mole) of 3-nitrobenzyl chloride in 250 milliliters of isopropanol. To this stirred solution was added 6.43 grams (0.1 mole) of potassium hydroxide in 25 milliliters of water. The reaction mixture was heated to reflux and maintained at reflux for 23 hours. The reaction mixture was then cooled, filtered, and the filtrate was concentrated on a rotary evaporator at 55° C. The residue ... The product is C(C)(C)OCC1=CC(=CC=C1)[N+](=O)[O-] (1-(isopropoxymethyl)-3-nitrobenzene). RXN SMILES: [N+:1]([C:4]1[CH:5]=[C:6]([CH:9]=[CH:10][CH:11]=1)[CH2:7]Cl)([O-:3])=[O:2].[OH-].[K+].[CH:14]([OH:17])([CH3:16])[CH3:15]>O>[CH:14]([O:17][CH2:7][C:6]1[CH:9]=[CH:10][CH:11]=[C:4]([N+:1]([O-:3])=[O:2])[CH:5]=1)([CH3:16])[CH3:15] |f:1.2|. Reactants: CC(CC)(CCCCCC)O (3-methylnonan-3-ol), N1=CC=CC=C1 (pyridine), C(C1CCCCC1)(=O)Cl (hexahydrobenzoyl-chloride). Run in CCCCCC (hexane), CCCCCC (hexane). Run at temperature 5 celsius, time 8 hour. Product: CC(CC)(CCCCCC)OC(C1CCCCC1)=O (3-METHYLNONAN-3-YL-HEXAHYDROBENZOATE). As a reaction SMILES: [CH3:1][C:2]([OH:11])([CH2:5][CH2:6][CH2:7][CH2:8][CH2:9][CH3:10])[CH2:3][CH3:4].N1C=CC=CC=1.[C:18](Cl)(=[O:25])[CH:19]1[CH2:24][CH2:23][CH2:22][CH2:21][CH2:20]1>CCCCCC>[CH3:1][C:2]([O:11][C:18](=[O:25])[CH:19]1[CH2:24][CH2:23][CH2:22][CH2:21][CH2:20]1)([CH2:5][CH2:6][CH2:7][CH2:8][CH2:9][CH3:10])[CH2:3][CH3:4]. Procedure: 36 G. (0.25 mole) of 3-methylnonan-3-ol, 20 g. of pyridine and 60 ml. of hexane are combined and cooled to 5° C. under agitation. To the resulting solution is added, under agitation over a period of 1 to 2 hours while maintaining the reaction temperature between 5°-15° C. a solution of 37 g. (0.25 mole) hexahydrobenzoyl-chloride dissolved in 60 ml. of hexane. The source of cooling is removed and the reaction mixture is agitated overnight, permitting the temperature of the reaction mixture to ris... The reactants are Cl (hydrochloric acid), ClC=1C(=C(C=CC1)S(=O)(=O)NC1=C(C(=C(C=C1)F)NC1=NC=CC=C1C1=C2N=CN(C2=NC=N1)C1OCCCC1)F)C (3-chloro-N-(2,4-difluoro-3-(3-(9-(tetrahydro-2H-pyran-2-yl)-9H-purin-6-yl)pyridin-2-ylamino)phenyl)-2-methylbenzenesulfonamide), target compound. Conditions: time 2 hour. The product is N1=CN=C2NC=NC2=C1C=1C(=NC=CC1)NC=1C(=C(C=CC1F)NS(=O)(=O)C1=C(C(=CC=C1)Cl)C)F (N-(3-(3-(9H-purin-6-yl)pyridin-2-ylamino)-2,4-difluorophenyl)-3-chloro-2-methylbenzenesulfonamide). The yield is 86.0%. RXN SMILES: Cl.[Cl:2][C:3]1[C:4]([CH3:43])=[C:5]([S:9]([NH:12][C:13]2[CH:18]=[CH:17][C:16]([F:19])=[C:15]([NH:20][C:21]3[C:26]([C:27]4[N:35]=[CH:34][N:33]=[C:32]5[C:28]=4[N:29]=[CH:30][N:31]5C4CCCCO4)=[CH:25][CH:24]=[CH:23][N:22]=3)[C:14]=2[F:42])(=[O:11])=[O:10])[CH:6]=[CH:7][CH:8]=1>>[N:35]1[C:27]([C:26]2[C:21]([NH:20][C:15]3[C:14]([F:42])=[C:13]([NH:12][S:9]([C:5]4[CH:6]=[CH:7][CH:8]=[C:3]([Cl:2])[C:4]=4[CH3:43])(=[O:11])=[O:10])[CH:18]=[CH:17][C:16]=3[F:19])=[N:22][CH:23]=[CH:24][CH:25]=2)=[C:28]2[C:32]([NH:31][CH:30]=[N:29]2)=[N:33][CH:34]=1. Procedure: 1M aqueous hydrochloric acid solution was added into the 3-chloro-N-(2,4-difluoro-3-(3-(9-(tetrahydro-2H-pyran-2-yl)-9H-purin-6-yl)pyridin-2-ylamino)phenyl)-2-methylbenzenesulfonamide (20 mg, 0.033 mmol) prepared at Step 10 and stirred for 2 hours. After the reaction, the reactant was washed with an aqueous solution of sodium hydrogen carbonate and salt water. After extraction with ethylacetate, the organic layer was dried with sulfuric anhydride magnesium and vacuum concentrated, and then refin... The reactants are NS(=O)(=O)N (aminosulfonamide), ClCCCS(=O)(=O)N1CCC(CC1)C1=CNC2=C(C=C(C=C12)C1=CC=CC=C1)C(=O)N (3-{1-[(3-chloropropyl)sulfonyl]-4-piperidinyl}-5-phenyl-1H-indole-7-carboxamide), N1CCOCC1 (morpholine), C(=O)([O-])[O-].[K+].[K+] (K2CO3), [Na+].[I-] (NaI). Yields the product N1(CCOCC1)CCCS(=O)(=O)N1CCC(CC1)C1=CNC2=C(C=C(C=C12)C1=CC=CC=C1)C(=O)N (3-(1-{[3-(4-morpholinyl)propyl]sulfonyl}-4-piperidinyl)-5-phenyl-1H-indole-7-carboxamide). Yield: 30.1%. As a reaction SMILES: NS(N)(=O)=O.Cl[CH2:7][CH2:8][CH2:9][S:10]([N:13]1[CH2:18][CH2:17][CH:16]([C:19]2[C:27]3[C:22](=[C:23]([C:34]([NH2:36])=[O:35])[CH:24]=[C:25]([C:28]4[CH:33]=[CH:32][CH:31]=[CH:30][CH:29]=4)[CH:26]=3)[NH:21][CH:20]=2)[CH2:15][CH2:14]1)(=[O:12])=[O:11].[NH:37]1[CH2:42][CH2:41][O:40][CH2:39][CH2:38]1.C([O-])([O-])=O.[K+].[K+].[Na+].[I-]>>[N:37]1([CH2:7][CH2:8][CH2:9][S:10]([N:13]2[CH2:18][CH2:17][CH:16]([C:19]3[C:27]4[C:22](=[C:23]([C:34]([NH2:36])=[O:35])[CH:24]=[C:25]([C:28]5[CH:33]=[CH:32][CH:31]=[CH:30][CH:29]=5)[CH:26]=4)[NH:21][CH:20]=3)[CH2:15][CH2:14]2)(=[O:12])=[O:11])[CH2:42][CH2:41][O:40][CH2:39][CH2:38]1 |f:3.4.5,6.7|. Procedure: Following the general procedure for aminosulfonamide formation outlined in example 2, 3-{1-[(3-chloropropyl)sulfonyl]-4-piperidinyl}-5-phenyl-1H-indole-7-carboxamide (60 mg, 0.13 mmol) and morpholine (56.63 mg, 0.65 mmol) were allowed to react in the presence of K2CO3 (77 mg, 0.56 mmol) and NaI (Cat. 2.13 mg). The resulting residue was purified by reverse phase HPLC eluting with 10% B to 80% B, where A=H2O (0.1% trifluoroacetic acid) and B=CH3CN (0.1% trifluoroacetic acid) to give the title comp... Starting materials: O1CCCC1 (tetrahydrofuran), C(CCCO)O (butane-1,4-diol). Run in O (water). Product: C(CCCO)O (butane-1,4-diol), C#C (acetylene), C=O (formaldehyde), C(C#CCO)O (but-2-yne-1,4-diol). Reaction SMILES: [O:1]1[CH2:5][CH2:4][CH2:3][CH2:2]1.[CH2:6]([OH:11])[CH2:7][CH2:8][CH2:9][OH:10]>O>[CH2:6]([OH:11])[CH2:7][CH2:8][CH2:9][OH:10].[CH:2]#[CH:3].[CH2:2]=[O:1].[CH2:5]([OH:1])[C:4]#[C:3][CH2:2][OH:10]. Procedure details: We have found that this object is achieved by a novel process in which tetrahydrofuran is prepared from an aqueous butane-1,4-diol solution by eliminating water in the aqueous phase at elevated temperatures, under superatmospheric pressure and in the presence of an acid, wherein a crude aqueous solution of butane-1,4-diol, obtained by reaction of acetylene with aqueous formaldehyde and catalytic hydrogenation of the resulting but-2-yne-1,4-diol solution, is, when starting with a crude alkaline a... RXN SMILES: C(Cl)(=O)C(Cl)=O.CS(C)=O.[Cl:11][C:12]1[CH:17]=[CH:16][C:15]([N:18]2[C:22]([CH3:23])=[C:21]([C:24]([NH:26][C:27]3[CH:32]=[CH:31][C:30]([N:33]4[CH2:38][CH2:37][CH:36]([N:39]5[CH2:44][CH2:43][CH:42]([OH:45])[CH2:41][CH2:40]5)[CH2:35][CH2:34]4)=[C:29]([C:46]#[N:47])[CH:28]=3)=[O:25])[CH:20]=[N:19]2)=[CH:14][CH:13]=1.[OH-].[Na+]>C(Cl)Cl.C(N(CC)CC)C>[Cl:11][C:12]1[CH:13]=[CH:14][C:15]([N:18]2[C:22]([CH3:23])=[C:21]([C:24]([NH:26][C:27]3[CH:32]=[CH:31][C:30]([N:33]4[CH2:38][CH2:37][CH:36]([N:39]5[CH2:40][CH2:41][C:42](=[O:45])[CH2:43][CH2:44]5)[CH2:35][CH2:34]4)=[C:29]([C:46]#[N:47])[CH:28]=3)=[O:25])[CH:20]=[N:19]2)=[CH:16][CH:17]=1 |f:3.4|. Product: ClC1=CC=C(C=C1)N1N=CC(=C1C)C(=O)NC1=CC(=C(C=C1)N1CCC(CC1)N1CCC(CC1)=O)C#N (1-(4-Chlorophenyl)-N-[3-cyano-4-[4-(4-oxopiperidin-1-yl)piperidin-1-yl]phenyl]-5-methylpyrazole-4-carboxamide). Reactants: ClC1=CC=C(C=C1)N1N=CC(=C1C)C(=O)NC1=CC(=C(C=C1)N1CCC(CC1)N1CCC(CC1)O)C#N (1-(4-Chlorophenyl)-N-{3-cyano-4-[4-(4-hydroxypiperidin-1-yl)piperidin-1-yl]phenyl}-5-methylpyrazole-4-carboxamide), [OH-].[Na+] (sodium hydroxide), C(C(=O)Cl)(=O)Cl (oxalyl chloride), CS(=O)C (dimethyl sulfoxide). Reported procedure: To a solution of oxalyl chloride (0.1 ml) and dimethyl sulfoxide (0.2 ml) in methylene chloride (30 ml) were added under ice-cooling 1-(4-chlorophenyl)-N-[3-cyano-4-[4-(4-hydroxypiperidin-1-yl)piperidin-1-yl]phenyl]-5-methylpyrazole-4-carboxamide synthesized in Example 189 and triethylamine (0.9 ml), and the mixture was stirred at the same temperature for 1 h. To a reaction mixture was added aqueous sodium hydroxide solution. The organic layer was washed with saturated brine and dried over anhyd... The solvent is C(C)N(CC)CC (triethylamine), C(Cl)Cl (methylene chloride). Run at time 1 hour.